Task: describe an organic reaction: reactants, conditions, products, and yield. Dataset: the Open Reaction Database (ORD), a public repository of structured organic reaction records The reactants are FC=1C=C(C=CC1F)/C=C/C(=O)N1CCNC(CC1)=O (1-[(E)-3-(3,4-difluoro-phenyl)-acryloyl]-[1,4]diazepan-5-one), FC=1C=C(C=CC1F)/C=C/C(=O)N1CCNC(CC1)=O (1-[(E)-3-(3,4-difluoro-phenyl)-acryloyl]-[1,4]diazepan-5-one), BrCC1OC1 (2-bromomethyl-oxirane). Yields the product FC=1C=C(C=CC1F)/C=C/C(=O)N1CCN(C(CC1)=O)CC1OC1 ((rac)-1-[(E)-3-(3,4-Difluoro-phenyl)-acryloyl]-4-oxiranylmethyl-[1,4]diazepan-5-one). RXN SMILES: [F:1][C:2]1[CH:3]=[C:4](/[CH:9]=[CH:10]/[C:11]([N:13]2[CH2:19][CH2:18][C:17](=[O:20])[NH:16][CH2:15][CH2:14]2)=[O:12])[CH:5]=[CH:6][C:7]=1[F:8].Br[CH2:22][CH:23]1[CH2:25][O:24]1>>[F:1][C:2]1[CH:3]=[C:4](/[CH:9]=[CH:10]/[C:11]([N:13]2[CH2:19][CH2:18][C:17](=[O:20])[N:16]([CH2:22][CH:23]3[CH2:25][O:24]3)[CH2:15][CH2:14]2)=[O:12])[CH:5]=[CH:6][C:7]=1[F:8]. Procedure details: In analogy to the procedure described for example 166A, 1-[(E)-3-(3,4-difluoro-phenyl)-acryloyl]-[1,4]diazepan-5-one (intermediate 55) and 2-bromomethyl-oxirane gave the title compound as yellow oil. MS: 337.2 (MH+).